The task is: describe an organic reaction: reactants, conditions, products, and yield. This data is from the Open Reaction Database (ORD), a public repository of structured organic reaction records. Starting materials: ClS(=O)(=O)C1=C(CO[C@@H]2CN(CC2)C(=O)OC(C)(C)C)C=C(C=C1)F (tert-butyl (S)-3-(2-chlorosulfonyl-5-fluorobenzyloxy)pyrrolidine-1-carboxylate), BrC1=C(CO[C@H]2CN(CC2)C(=O)OC(C)(C)C)C=C(C=C1)F (tert-butyl (R)-3-(2-bromo-5-fluorobenzyloxy)pyrrolidine-1-carboxylate), BrC1=C(CO[C@H]2CN(CC2)C(=O)OC(C)(C)C)C=C(C=C1)F (tert-butyl (R)-3-(2-bromo-5-fluorobenzyloxy)pyrrolidine-1-carboxylate). Yields the product ClS(=O)(=O)C1=C(CO[C@H]2CN(CC2)C(=O)OC(C)(C)C)C=C(C=C1)F (tert-Butyl (R)-3-(2-chlorosulfonyl-5-fluorobenzyloxy)pyrrolidine-1-carboxylate). RXN SMILES: [Cl:1][S:2]([C:5]1[CH:24]=[CH:23][C:22]([F:25])=[CH:21][C:6]=1[CH2:7][O:8][C@H:9]1[CH2:13][CH2:12][N:11]([C:14]([O:16][C:17]([CH3:20])([CH3:19])[CH3:18])=[O:15])[CH2:10]1)(=[O:4])=[O:3].BrC1C=CC(F)=CC=1CO[C@@H]1CCN(C(OC(C)(C)C)=O)C1>>[Cl:1][S:2]([C:5]1[CH:24]=[CH:23][C:22]([F:25])=[CH:21][C:6]=1[CH2:7][O:8][C@@H:9]1[CH2:13][CH2:12][N:11]([C:14]([O:16][C:17]([CH3:19])([CH3:20])[CH3:18])=[O:15])[CH2:10]1)(=[O:4])=[O:3]. Reported procedure: Prepared by proceeding in a similar manner to Intermediate 215, starting from tert-butyl (R)-3-(2-bromo-5-fluorobenzyloxy)pyrrolidine-1-carboxylate (Intermediate 220). Reactants: COC(=O)C1(CN(CC1)C(=O)OC(C)(C)C)C (3-methylpyrrolidine-1,3-dicarboxylic acid 1-tert-butyl ester 3-methyl ester), aqueous solution, [OH-].[Na+] (sodium hydroxide). The solvent is IMS. Reaction conditions: time 2 hour. Yields the product C(C)(C)(C)OC(=O)N1CC(CC1)(C(=O)O)C (3-Methylpyrrolidine-1,3-dicarboxylic acid 1-tert-butyl ester). Isolated yield 99.9%. Reaction SMILES: C[O:2][C:3]([C:5]1([CH3:17])[CH2:9][CH2:8][N:7]([C:10]([O:12][C:13]([CH3:16])([CH3:15])[CH3:14])=[O:11])[CH2:6]1)=[O:4].[OH-].[Na+]>>[C:13]([O:12][C:10]([N:7]1[CH2:8][CH2:9][C:5]([CH3:17])([C:3]([OH:4])=[O:2])[CH2:6]1)=[O:11])([CH3:16])([CH3:14])[CH3:15] |f:1.2|. Procedure: To a solution of 3-methylpyrrolidine-1,3-dicarboxylic acid 1-tert-butyl ester 3-methyl ester (370 mg, 1.52 mmol) in IMS (5 mL) was added a 1M aqueous solution of sodium hydroxide (2.0 mL, 2.0 mmol). The reaction mixture was stirred at room temperature for 2 hours, and then concentrated under reduced pressure. The residue was partitioned between EtOAc and a 0.1M aqueous solution of HCl. The organic layer was separated and washed with brine, dried over Na2SO4, filtered and concentrated to give the... Reactants: C=C(CC(=O)OC)C(=O)OC, CO, NCc1ccccc1. Yields the product COC(=O)C1CC(=O)N(Cc2ccccc2)C1. RXN SMILES: [C:1]([C:2](=[CH2:3])[CH2:4][C:5](=[O:6])[O:7][CH3:8])(=[O:9])[O:10][CH3:11].[CH3:20][OH:21].[NH2:12][CH2:13][c:14]1[cH:15][cH:16][cH:17][cH:18][cH:19]1>>[C:1]([CH:2]1[CH2:3][N:12]([CH2:13][c:14]2[cH:15][cH:16][cH:17][cH:18][cH:19]2)[C:5](=[O:6])[CH2:4]1)(=[O:9])[O:10][CH3:11]. The reactants are CC(OCC)=O.[Cl-].[Na+].O (EA brine), BrC=1SC(=CN1)[N+](=O)[O-] (2-bromo-5-nitrothiazole), CN1N=C(C=C1B(O)O)C(F)(F)F ((1-methyl-3-(trifluoromethyl)-1H-pyrazol-5-yl)boronic acid), C([O-])([O-])=O.[Na+].[Na+] (sodium carbonate). The reagents and catalysts are [Pd].C1(=CC=CC=C1)P(C1=CC=CC=C1)C1=CC=CC=C1.C1(=CC=CC=C1)P(C1=CC=CC=C1)C1=CC=CC=C1.C1(=CC=CC=C1)P(C1=CC=CC=C1)C1=CC=CC=C1.C1(=CC=CC=C1)P(C1=CC=CC=C1)C1=CC=CC=C1 (tetrakis(triphenylphosphine)-palladium(0)). Solvent: COCCOC (DME), CCO (EtOH), O (water). Reaction conditions: temperature 110 celsius. Product: CN1N=C(C=C1C=1SC(=CN1)[N+](=O)[O-])C(F)(F)F (2-[1-methyl-3-(trifluoromethyl)pyrazol-5-yl]-5-nitro-1,3-thiazole). Yield: 13.5%. As a reaction SMILES: Br[C:2]1[S:3][C:4]([N+:7]([O-:9])=[O:8])=[CH:5][N:6]=1.[CH3:10][N:11]1[C:15](B(O)O)=[CH:14][C:13]([C:19]([F:22])([F:21])[F:20])=[N:12]1.C(=O)([O-])[O-].[Na+].[Na+].CC(=O)OCC.[Cl-].[Na+].O>COCCOC.CCO.O.[Pd].C1(P(C2C=CC=CC=2)C2C=CC=CC=2)C=CC=CC=1.C1(P(C2C=CC=CC=2)C2C=CC=CC=2)C=CC=CC=1.C1(P(C2C=CC=CC=2)C2C=CC=CC=2)C=CC=CC=1.C1(P(C2C=CC=CC=2)C2C=CC=CC=2)C=CC=CC=1>[CH3:10][N:11]1[C:15]([C:2]2[S:3][C:4]([N+:7]([O-:9])=[O:8])=[CH:5][N:6]=2)=[CH:14][C:13]([C:19]([F:22])([F:21])[F:20])=[N:12]1 |f:2.3.4,5.6.7.8,12.13.14.15.16|. Reported procedure: A mixture of 2-bromo-5-nitrothiazole (209 mg, 1 mmol), (1-methyl-3-(trifluoromethyl)-1H-pyrazol-5-yl)boronic acid (194 mg, 1 mmol), tetrakis(triphenylphosphine)-palladium(0) (Pd(Ph3P)4, 57 mg) and sodium carbonate (212 mg) in 3 ml DME, 0.5 ml EtOH and 0.5 ml water was heated under Ar in microwave reactor at 110° C. for 30 min. The reaction mixture was worked up with EA/brine. Org. phase was concentrated and then subjected to silica gel flash chromatography (0-30% B; A: hexane; B: 50% EA in hexan... Reactants: CCC(C)=O, COc1ccccc1OCCCc1oc(Cl)nc1-c1ccc(Cl)cc1, O, OCC1CCCNC1. Product: COc1ccccc1OCCCc1oc(N2CCCC(CO)C2)nc1-c1ccc(Cl)cc1. Reaction SMILES: [CH3:34][C:35](=[O:36])[CH2:37][CH3:38].[Cl:1][c:2]1[o:3][c:4]([CH2:14][CH2:15][CH2:16][O:17][c:18]2[c:19]([O:24][CH3:25])[cH:20][cH:21][cH:22][cH:23]2)[c:5](-[c:7]2[cH:8][cH:9][c:10]([Cl:13])[cH:11][cH:12]2)[n:6]1.[OH2:39].[OH:26][CH2:27][CH:28]1[CH2:29][NH:30][CH2:31][CH2:32][CH2:33]1>>[c:2]1([N:30]2[CH2:29][CH:28]([CH2:27][OH:26])[CH2:33][CH2:32][CH2:31]2)[o:3][c:4]([CH2:14][CH2:15][CH2:16][O:17][c:18]2[c:19]([O:24][CH3:25])[cH:20][cH:21][cH:22][cH:23]2)[c:5](-[c:7]2[cH:8][cH:9][c:10]([Cl:13])[cH:11][cH:12]2)[n:6]1. The reactants are BrCCCCCBr, O=C([O-])[O-], [K+], [K+], CCc1cc(C#N)ccc1N, O. The product is CCc1cc(C#N)ccc1N1CCCCC1. RXN SMILES: [Br:12][CH2:13][CH2:14][CH2:15][CH2:16][CH2:17][Br:18].[C:19](=[O:20])([O-:21])[O-:22].[K+:23].[K+:24].[NH2:1][c:2]1[c:3]([CH2:10][CH3:11])[cH:4][c:5]([C:6]#[N:7])[cH:8][cH:9]1.[OH2:25]>>[N:1]1([c:2]2[c:3]([CH2:10][CH3:11])[cH:4][c:5]([C:6]#[N:7])[cH:8][cH:9]2)[CH2:13][CH2:14][CH2:15][CH2:16][CH2:17]1. Starting materials: O(C1=CC=CC=C1)C1=C(C=CC=C1)CC(=O)OC (methyl (2-phenoxyphenyl)acetate), O.NN (hydrazine hydrate). Run in CO (methanol), O (water). Reaction conditions: time 2 hour. Yields the product O(C1=CC=CC=C1)C1=C(C=CC=C1)CC(=O)NN ((2-phenoxyphenyl)acetohydrazide). Isolated yield 96.0%. RXN SMILES: [O:1]([C:8]1[CH:13]=[CH:12][CH:11]=[CH:10][C:9]=1[CH2:14][C:15]([O:17]C)=O)[C:2]1[CH:7]=[CH:6][CH:5]=[CH:4][CH:3]=1.O.[NH2:20][NH2:21]>CO.O>[O:1]([C:8]1[CH:13]=[CH:12][CH:11]=[CH:10][C:9]=1[CH2:14][C:15]([NH:20][NH2:21])=[O:17])[C:2]1[CH:7]=[CH:6][CH:5]=[CH:4][CH:3]=1 |f:1.2|. Reported procedure: A solution of methyl (2-phenoxyphenyl)acetate (6.0 g) in methanol (100 ml) was added dropwise with stirring to hydrazine hydrate (12 ml). The resulting mixture was stirred for 2 hours, then diluted with water and extracted with ether. The extracts were washed with water, dried and concentrated to give almost pure (2-phenoxyphenyl)acetohydrazide (5.8 g, 96% yield) as a waxy solid with amp of about 65° C., 1H NMR (CDCl3): delta 3.60 (2H,s) ppm. Concentrated sulphuric acid (4 drops) was added to a ...